Dataset: the Open Reaction Database (ORD), a public repository of structured organic reaction records. Task: describe an organic reaction: reactants, conditions, products, and yield Starting materials: teflon, BrC=1C=C(C(=O)NC=2SC3=C(N2)C(=CC=C3C3CCOCC3)OC)C=CN1 (2-bromo-N-[4-methoxy-7-(tetrahydro-pyran-4-yl)-benzothiazol-2-yl]-isonicotinamide), N1CCOCC1 (morpholine), C([O-])([O-])=O.[Cs+].[Cs+] (cesium carbonate). Solvent: CN1C(CCC1)=O (N-methylpyrrolidone). Run at temperature 140 celsius. Yields the product COC1=CC=C(C2=C1N=C(S2)NC(C2=CC(=NC=C2)N2CCOCC2)=O)C2CCOCC2 (N-[4-methoxy-7-(tetrahydro-pyran-4-yl)-benzothiazol-2-yl]-2-morpholin-4-yl-isonicotinamide). Yield: 44.0%. RXN SMILES: Br[C:2]1[CH:3]=[C:4]([CH:25]=[CH:26][N:27]=1)[C:5]([NH:7][C:8]1[S:9][C:10]2[C:16]([CH:17]3[CH2:22][CH2:21][O:20][CH2:19][CH2:18]3)=[CH:15][CH:14]=[C:13]([O:23][CH3:24])[C:11]=2[N:12]=1)=[O:6].[NH:28]1[CH2:33][CH2:32][O:31][CH2:30][CH2:29]1.C(=O)([O-])[O-].[Cs+].[Cs+]>CN1CCCC1=O>[CH3:24][O:23][C:13]1[C:11]2[N:12]=[C:8]([NH:7][C:5](=[O:6])[C:4]3[CH:25]=[CH:26][N:27]=[C:2]([N:28]4[CH2:33][CH2:32][O:31][CH2:30][CH2:29]4)[CH:3]=3)[S:9][C:10]=2[C:16]([CH:17]2[CH2:22][CH2:21][O:20][CH2:19][CH2:18]2)=[CH:15][CH:14]=1 |f:2.3.4|. Reported procedure: A stirred suspension of 200 mg (0.45 mmol) 2-bromo-N-[4-methoxy-7-(tetrahydro-pyran-4-yl)-benzothiazol-2-yl]-isonicotinamide, 0.39 ml (4.46 mmol) morpholine and 291 mg (0.89 mmol) cesium carbonate in 5 ml N-methylpyrrolidone in a thick-walled glass pressure tube fitted with a teflon cap was heated at 140° C. for 24 h. The reaction mixture was then cooled to room temperature and poured onto water. The mixture was extracted three times with ethyl acetate, and the combined organic phases were washe...